This data is from the Open Reaction Database (ORD), a public repository of structured organic reaction records. The task is: describe an organic reaction: reactants, conditions, products, and yield Reactants: [BH4-].[Na+] (sodium borohydride), COC(CN)OC (2,2-dimethoxyethanamine), O.C1(=CC=C(C=C1)S(=O)(=O)O)C (para-toluenesulfonic acid hydrate), S1C(=CC=C1)C=O (Thiophene-2-carboxaldehyde). The solvent is C(C)O (ethanol). Reaction conditions: time 15 minute. The product is COC(CNCC=1SC=CC1)OC (2,2-Dimethoxy-N-(thiophen-2-ylmethyl)ethanamine). As a reaction SMILES: [S:1]1[CH:5]=[CH:4][CH:3]=[C:2]1[CH:6]=O.[CH3:8][O:9][CH:10]([O:13][CH3:14])[CH2:11][NH2:12].O.C1(C)C=CC(S(O)(=O)=O)=CC=1.[BH4-].[Na+]>C(O)C>[CH3:8][O:9][CH:10]([O:13][CH3:14])[CH2:11][NH:12][CH2:6][C:2]1[S:1][CH:5]=[CH:4][CH:3]=1 |f:2.3,4.5|. Reported procedure: Thiophene-2-carboxaldehyde (22.4g, 200 mmol) was dissolved in anhydrous ethanol (200 mL) and treated with 2,2-dimethoxyethanamine (26.6 g, 200 mmol) and para-toluenesulfonic acid hydrate (0.1 g, catalytic) and the mixture heated to reflux for 4 h. The reaction was allowed to cool down to room temperature and sodium borohydride (7.6 g, 200 mmol) was added in small portions to the reaction. Following complete addition, the reaction was stirred at room temperature for 15 min, then at reflux for 2 h...